From a dataset of the Open Reaction Database (ORD), a public repository of structured organic reaction records. describe an organic reaction: reactants, conditions, products, and yield Reactants: CN(C(CN(C(OC(C)(C)C)=O)[C@H]1CCC2=C(C=CC=C12)C(NO)=N)=O)C ((S)-tert-butyl (2-(dimethylamino)-2-oxoethyl)(4-(N-hydroxycarbamimidoyl)-2,3-dihydro-1H-inden-1-yl)carbamate), C(C)OC=1C=C(C=CC1OCC)CC(=O)O (2-(3,4-diethoxyphenyl)acetic acid). Product: C(C)OC=1C=C(CC2=NC(=NO2)C2=C3CC[C@@H](C3=CC=C2)N(C(OC(C)(C)C)=O)CC(=O)N(C)C)C=CC1OCC ((S)-tert-butyl (4-(5-(3,4-diethoxybenzyl)-1,2,4-oxadiazol-3-yl)-2,3-dihydro-1H-inden-1-yl)(2-(dimethylamino)-2-oxoethyl)carbamate). RXN SMILES: [CH3:1][N:2]([CH3:27])[C:3](=[O:26])[CH2:4][N:5]([C@@H:13]1[C:21]2[C:16](=[C:17]([C:22](=[NH:25])[NH:23][OH:24])[CH:18]=[CH:19][CH:20]=2)[CH2:15][CH2:14]1)[C:6](=[O:12])[O:7][C:8]([CH3:11])([CH3:10])[CH3:9].[CH2:28]([O:30][C:31]1[CH:32]=[C:33]([CH2:40][C:41](O)=O)[CH:34]=[CH:35][C:36]=1[O:37][CH2:38][CH3:39])[CH3:29]>>[CH2:28]([O:30][C:31]1[CH:32]=[C:33]([CH:34]=[CH:35][C:36]=1[O:37][CH2:38][CH3:39])[CH2:40][C:41]1[O:24][N:23]=[C:22]([C:17]2[CH:18]=[CH:19][CH:20]=[C:21]3[C:16]=2[CH2:15][CH2:14][C@@H:13]3[N:5]([CH2:4][C:3]([N:2]([CH3:1])[CH3:27])=[O:26])[C:6](=[O:12])[O:7][C:8]([CH3:11])([CH3:10])[CH3:9])[N:25]=1)[CH3:29]. Procedure details: (S)-tert-butyl (4-(5-(3,4-diethoxybenzyl)-1,2,4-oxadiazol-3-yl)-2,3-dihydro-1H-inden-1-yl)(2-(dimethylamino)-2-oxoethyl)carbamate INT-64 was prepared using General Procedure 2, analogously to INT-63, from (S)-tert-butyl (2-(dimethylamino)-2-oxoethyl)(4-(N-hydroxycarbamimidoyl)-2,3-dihydro-1H-inden-1-yl)carbamate INT-62 and 2-(3,4-diethoxyphenyl)acetic acid. The reactants are FC(C=1C=CC2=C(NCC(O2)C(=O)O)C1)(F)F (6-trifluoromethyl-3,4-dihydro-2H-1,4-benzoxazine-2-carboxylic acid), C(C=C)N (2-propenamine). Solvent: C(C)O (ethanol). Conditions: time 36 hour. Product: FC(C=1C=CC2=C(NCC(O2)C(=O)NCC=C)C1)(F)F (6-(trifluoromethyl)-3,4-dihydro-N-(2-propenyl)-2H-1,4-benzoxazine-2-carboxamide). As a reaction SMILES: [F:1][C:2]([F:17])([F:16])[C:3]1[CH:4]=[CH:5][C:6]2[O:11][CH:10]([C:12]([OH:14])=O)[CH2:9][NH:8][C:7]=2[CH:15]=1.[CH2:18]([NH2:21])[CH:19]=[CH2:20]>C(O)C>[F:16][C:2]([F:1])([F:17])[C:3]1[CH:4]=[CH:5][C:6]2[O:11][CH:10]([C:12]([NH:21][CH2:18][CH:19]=[CH2:20])=[O:14])[CH2:9][NH:8][C:7]=2[CH:15]=1. Reported procedure: A mixture of 20.6 g of 6C, 25.7 g of 2-propenamine and 34 ml of ethanol was stirred at room temperature for 36 hours. The excess amine and solvent were evaporated under reduced pressure. The solid residue was mixed with 150 ml of ether and the remaining solid material was filtered. The filtrate was added to petroleum ether and cooled; the resulting viscous material was filtered. The filtrate was stripped and the residue was triturated with petroleum ether to give an off-white powder which was pu... Run in ClCCl (dichloromethane). Isolated yield 89.2%. Reaction conditions: time 2 hour. Starting materials: C1(=CC=CC2=CC=CC=C12)C=C1C(=O)OC(C1)=O (2-(1-naphthylmethylene)succinic anhydride), C(CC1=CC=CC=C1)N (phenethylamine). Reported procedure: In 60 ml of dichloromethane were dissolved 3.00 g of the succinic anhydride and 1.52 g of phenethylamine, and the mixture was stirred for 2 hours at room temperature. The precipitated crystals were collected by filtration to obtain 4.02 g of 2-(1-naphthylmethylene)-3-(phenethylcarbamoyl)propionic acid as colorless crystals. RXN SMILES: [C:1]1([CH:11]=[C:12]2[CH2:17][C:16](=[O:18])[O:15][C:13]2=[O:14])[C:10]2[C:5](=[CH:6][CH:7]=[CH:8][CH:9]=2)[CH:4]=[CH:3][CH:2]=1.[CH2:19]([NH2:27])[CH2:20][C:21]1[CH:26]=[CH:25][CH:24]=[CH:23][CH:22]=1>ClCCl>[C:1]1([CH:11]=[C:12]([CH2:17][C:16](=[O:18])[NH:27][CH2:19][CH2:20][C:21]2[CH:26]=[CH:25][CH:24]=[CH:23][CH:22]=2)[C:13]([OH:15])=[O:14])[C:10]2[C:5](=[CH:6][CH:7]=[CH:8][CH:9]=2)[CH:4]=[CH:3][CH:2]=1. Product: C1(=CC=CC2=CC=CC=C12)C=C(C(=O)O)CC(NCCC1=CC=CC=C1)=O (2-(1-naphthylmethylene)-3-(phenethylcarbamoyl)propionic acid). The reactants are CN(C)C=O, CCOCC, CC1=NN=C(c2ccc(N)cc2)c2cc3c(cc2C1)OCO3, O=C=Nc1ccccc1. The product is CC1=NN=C(c2ccc(NC(=O)Nc3ccccc3)cc2)c2cc3c(cc2C1)OCO3. As a reaction SMILES: [CH3:32][N:33]([CH3:34])[CH:35]=[O:36].[CH3:37][CH2:38][O:39][CH2:40][CH3:41].[NH2:10][c:11]1[cH:12][cH:13][c:14]([C:17]2=[N:18][N:19]=[C:20]([CH3:31])[CH2:21][c:22]3[c:23]2[cH:24][c:25]2[c:26]([cH:27]3)[O:28][CH2:29][O:30]2)[cH:15][cH:16]1.[O:1]=[C:2]=[N:3][c:4]1[cH:5][cH:6][cH:7][cH:8][cH:9]1>>[O:1]=[C:2]([NH:3][c:4]1[cH:5][cH:6][cH:7][cH:8][cH:9]1)[NH:10][c:11]1[cH:12][cH:13][c:14]([C:17]2=[N:18][N:19]=[C:20]([CH3:31])[CH2:21][c:22]3[c:23]2[cH:24][c:25]2[c:26]([cH:27]3)[O:28][CH2:29][O:30]2)[cH:15][cH:16]1. As a reaction SMILES: [N+:1]([C:4]1[CH:9]=[CH:8][C:7]([OH:10])=[CH:6][CH:5]=1)([O-:3])=[O:2].Cl.CN(C)CCCN=C=NCC.[F:23][CH:24]([F:40])[O:25][C:26]1[C:31]2[N:32]=[C:33]([CH2:35][CH3:36])[O:34][C:30]=2[C:29]([C:37](O)=[O:38])=[CH:28][CH:27]=1.O>CN(C)C1C=CN=CC=1.ClCCl>[N+:1]([C:4]1[CH:9]=[CH:8][C:7]([O:10][C:37]([C:29]2[C:30]3[O:34][C:33]([CH2:35][CH3:36])=[N:32][C:31]=3[C:26]([O:25][CH:24]([F:23])[F:40])=[CH:27][CH:28]=2)=[O:38])=[CH:6][CH:5]=1)([O-:3])=[O:2] |f:1.2|. Starting materials: O (Water), [N+](=O)([O-])C1=CC=C(C=C1)O (para-Nitrophenol), Cl.CN(CCCN=C=NCC)C (1-(3-dimethylaminopropyl)-3-ethylcarbodiimide hydrochloride), FC(OC1=CC=C(C2=C1N=C(O2)CC)C(=O)O)F (4-difluoromethoxy-2-ethylbenzooxazole-7-carboxylic acid). Reagents/catalysts: CN(C1=CC=NC=C1)C (4-dimethylaminopyridine). Product: [N+](=O)([O-])C1=CC=C(C=C1)OC(=O)C1=CC=C(C=2N=C(OC21)CC)OC(F)F (4-Difluoromethoxy-2-ethylbenzooxazole-7-carboxylic acid 4-nitrophenyl ester). Solvent: ClCCl (dichloromethane). Procedure: para-Nitrophenol (0.95 g), 4-dimethylaminopyridine (80 mg) and 1-(3-dimethylaminopropyl)-3-ethylcarbodiimide hydrochloride (2.4 g) were added to a stirred suspension of 4-difluoromethoxy-2-ethylbenzooxazole-7-carboxylic acid (1.6 g) in dry dichloromethane (60 ml) under an atmosphere of nitrogen. The reaction mixture was stirred at room temperature for 18 hours. Water (20 ml) was added and the aqueous layer extracted with dichloromethane (400 ml). The organic layer was washed with water (80 ml), ... Yield: 80.7%. Run at time 18 hour. Starting materials: CC=1N(C=CN1)C1=CC=C(C=C1)NC=1N=C(C2=C(N1)CCNC2)CC2CCOCC2 (N-(4-(2-Methyl-1H-imidazol-1-yl)phenyl)-4-((tetrahydro-2H-pyran-4-yl)methyl)-5,6,7,8-tetrahydropyrido[4,3-d]pyrimidin-2-amine), C(C)(=O)OC(C)=O (acetic anhydride). The product is CC=1N(C=CN1)C1=CC=C(C=C1)NC=1N=C(C2=C(N1)CCN(C2)C(C)=O)CC2CCOCC2 (1-(2-(4-(2-Methyl-1H-imidazol-1-yl)phenylamino)-4-((tetrahydro-2H-pyran-4-yl)methyl)-7,8-dihydropyrido[4,3-d]pyrimidin-6(5H)-yl)ethanone). Yield: 15.3%. As a reaction SMILES: [CH3:1][C:2]1[N:3]([C:7]2[CH:12]=[CH:11][C:10]([NH:13][C:14]3[N:15]=[C:16]([CH2:24][CH:25]4[CH2:30][CH2:29][O:28][CH2:27][CH2:26]4)[C:17]4[CH2:23][NH:22][CH2:21][CH2:20][C:18]=4[N:19]=3)=[CH:9][CH:8]=2)[CH:4]=[CH:5][N:6]=1.[C:31](OC(=O)C)(=[O:33])[CH3:32]>>[CH3:1][C:2]1[N:3]([C:7]2[CH:8]=[CH:9][C:10]([NH:13][C:14]3[N:15]=[C:16]([CH2:24][CH:25]4[CH2:30][CH2:29][O:28][CH2:27][CH2:26]4)[C:17]4[CH2:23][N:22]([C:31](=[O:33])[CH3:32])[CH2:21][CH2:20][C:18]=4[N:19]=3)=[CH:11][CH:12]=2)[CH:4]=[CH:5][N:6]=1. Reported procedure: 1-(2-(4-(2-Methyl-1H-imidazol-1-yl)phenylamino)-4-((tetrahydro-2H-pyran-4-yl)methyl)-7,8-dihydropyrido[4,3-d]pyrimidin-6(5H)-yl)ethanone (27.0 mg, 15.3%) was synthesised from N-(4-(2-methyl-1H-imidazol-1-yl)phenyl)-4-((tetrahydro-2H-pyran-4-yl)methyl)-5,6,7,8-tetrahydropyrido[4,3-d]pyrimidin-2-amine (Example 61a) and acetic anhydride according to the general procedure for N-acetylation. MS (ES+) m/z 447.2 (M+H)+